Dataset: the Open Reaction Database (ORD), a public repository of structured organic reaction records. Task: describe an organic reaction: reactants, conditions, products, and yield Reactants: [Al+3], CCCC12CCC3C4=C(CCC3C1CCC2O)CC(OC)=CC4, CC(C)[O-], CC(C)[O-], CC(C)[O-], Cc1ccccc1, O=C1CCCCC1. As a reaction SMILES: [Al+3:28].[CH2:1]([CH2:2][CH3:3])[C:4]12[CH:5]([OH:23])[CH2:6][CH2:7][CH:8]1[CH:9]1[CH:10]([CH2:11][CH2:12]2)[C:13]2=[C:18]([CH2:17][C:16]([O:21][CH3:22])=[CH:15][CH2:14]2)[CH2:19][CH2:20]1.[CH3:24][CH:25]([CH3:26])[O-:27].[CH3:29][CH:30]([CH3:31])[O-:32].[CH3:33][CH:34]([CH3:35])[O-:36].[CH3:37][c:38]1[cH:39][cH:40][cH:41][cH:42][cH:43]1.[O:44]=[C:45]1[CH2:46][CH2:47][CH2:48][CH2:49][CH2:50]1>>[CH2:1]([CH2:2][CH3:3])[C:4]12[C:5](=[O:23])[CH2:6][CH2:7][CH:8]1[CH:9]1[CH:10]([CH2:11][CH2:12]2)[C:13]2=[C:18]([CH2:17][C:16]([O:21][CH3:22])=[CH:15][CH2:14]2)[CH2:19][CH2:20]1. The product is CCCC12CCC3C4=C(CCC3C1CCC2=O)CC(OC)=CC4. Reactants: I(=O)(=O)(=O)[O-].[Na+] (Sodium periodate), C(O)([O-])=O.[Na+] (sodium hydrogen carbonate), COC1=CC=C2C=CC=C(C2=C1)C=C (7-Methoxy-1-vinylnaphthalene). Reagents/catalysts: [Os](=O)(=O)(=O)=O (osmium tetroxide). Solvent: mixture, O1CCCC1.O (tetrahydrofuran water). Reaction conditions: time 2 hour. Product: COC1=CC=C2C=CC=C(C2=C1)C=O (7-Methoxy-1-naphthaldehyde). As a reaction SMILES: [CH3:1][O:2][C:3]1[CH:12]=[C:11]2[C:6]([CH:7]=[CH:8][CH:9]=[C:10]2[CH:13]=C)=[CH:5][CH:4]=1.I([O-])(=O)(=O)=[O:16].[Na+].C(=O)([O-])O.[Na+]>O1CCCC1.O.[Os](=O)(=O)(=O)=O>[CH3:1][O:2][C:3]1[CH:12]=[C:11]2[C:6]([CH:7]=[CH:8][CH:9]=[C:10]2[CH:13]=[O:16])=[CH:5][CH:4]=1 |f:1.2,3.4,5.6|. Reported procedure: The compound obtained in Step B (13.4 mmol) and osmium tetroxide (0.16 mmol) are dissolved in 70 ml of a mixture of tetrahydrofuran/water (1/1). Sodium periodate (26.9 mmol) is added in small portions and the reaction mixture is stirred for 2 hours at ambient temperature. The reaction mixture is poured into 50 ml of 5% sodium hydrogen carbonate solution, the insoluble material is filtered off and the aqueous phase is extracted twice with 75 ml of ether. The organic phase is washed with water, de... The reactants are C(C)(C)(C)OC(NC1=C(C=C(C=C1)C#CC1=CC=C(C=C1)F)N)=O ([2-amino-4-(4-fluoro-phenylethynyl)-phenyl]-carbamic acid tert.-butyl ester), CC1(OC(=CC(O1)=O)C1=CC(=CC=C1)N1N=CN=C1)C (2,2-dimethyl-6-(3-[1,2,4]triazol-1-yl-phenyl)-[1,3]dioxin-4-one). Product: C(C)(C)(C)OC(NC1=C(C=C(C=C1)C#CC1=CC=C(C=C1)F)NC(CC(C1=CC(=CC=C1)N1N=CN=C1)=O)=O)=O ({4-(4-Fluoro-phenylethynyl)-2-[3-oxo-3-(3-[1,2,4]triazol-1-yl-phenyl)-propionylamino]-phenyl}-carbamic acid tert.-butyl ester). As a reaction SMILES: [C:1]([O:5][C:6](=[O:24])[NH:7][C:8]1[CH:13]=[CH:12][C:11]([C:14]#[C:15][C:16]2[CH:21]=[CH:20][C:19]([F:22])=[CH:18][CH:17]=2)=[CH:10][C:9]=1[NH2:23])([CH3:4])([CH3:3])[CH3:2].CC1(C)[O:31][C:30](=O)[CH:29]=[C:28]([C:33]2[CH:38]=[CH:37][CH:36]=[C:35]([N:39]3[CH:43]=[N:42][CH:41]=[N:40]3)[CH:34]=2)[O:27]1>>[C:1]([O:5][C:6](=[O:24])[NH:7][C:8]1[CH:13]=[CH:12][C:11]([C:14]#[C:15][C:16]2[CH:17]=[CH:18][C:19]([F:22])=[CH:20][CH:21]=2)=[CH:10][C:9]=1[NH:23][C:30](=[O:31])[CH2:29][C:28](=[O:27])[C:33]1[CH:38]=[CH:37][CH:36]=[C:35]([N:39]2[CH:43]=[N:42][CH:41]=[N:40]2)[CH:34]=1)([CH3:4])([CH3:2])[CH3:3]. Procedure: Prepared from [2-amino-4-(4-fluoro-phenylethynyl)-phenyl]-carbamic acid tert.-butyl ester (Example G33) and 2,2-dimethyl-6-(3-[1,2,4]triazol-1-yl-phenyl)-[1,3]dioxin-4-one (Example J13) according to the general procedure K. Obtained as a yellow solid (230 mg). Reactants: [H]C(CCC1=CC=CC=C1)=O, CC(C(SCC)=O)C(O)=O. The reagents and catalysts are CN(C)c1ccncc1, 4Å Molecular Sieve, C1CNCC1. Solvent: CC1=CC=CC=C1. Conditions: temperature 25 celsius, time 24 hour. The product is C/C(C(SCC)=O)=C\CCC1=CC=CC=C1. The yield is 4.0%. Starting materials: BrC=1C(=CC2=C(C(=C(O2)I)C(=O)NC)C1)N(S(=O)(=O)C)C (5-bromo-2-iodo-N-methyl-6-(N-methylmethylsulfonamido)benzofuran-3-carboxamide), C(=O)([O-])[O-].[K+].[K+] (K2CO3), N1C=NC=C1 (1H-imidazole). Run in CN(C)C=O (DMF). Reaction conditions: temperature 60 celsius. Product: BrC=1C(=CC2=C(C(=C(O2)N2C=NC=C2)C(=O)NC)C1)N(S(=O)(=O)C)C (5-bromo-2-(1H-imidazol-1-yl)-N-methyl-6-(N-methylmethylsulfonamido)benzofuran-3-carboxamide). Yield: 80.2%. Reaction SMILES: [Br:1][C:2]1[C:3]([N:16]([CH3:21])[S:17]([CH3:20])(=[O:19])=[O:18])=[CH:4][C:5]2[O:9][C:8](I)=[C:7]([C:11]([NH:13][CH3:14])=[O:12])[C:6]=2[CH:15]=1.C([O-])([O-])=O.[K+].[K+].[NH:28]1[CH:32]=[CH:31][N:30]=[CH:29]1>CN(C=O)C>[Br:1][C:2]1[C:3]([N:16]([CH3:21])[S:17]([CH3:20])(=[O:19])=[O:18])=[CH:4][C:5]2[O:9][C:8]([N:28]3[CH:32]=[CH:31][N:30]=[CH:29]3)=[C:7]([C:11]([NH:13][CH3:14])=[O:12])[C:6]=2[CH:15]=1 |f:1.2.3|. Reported procedure: To a degassed solution of 5-bromo-2-iodo-N-methyl-6-(N-methylmethylsulfonamido)benzofuran-3-carboxamide (100 mg, 0.21 mmol) and K2CO3 (43 mg, 0.31 mmol) in DMF (1 mL) was added 1H-imidazole (14 mg, 0.21 mmol) under N2 at 0° C. The mixture was heated at 60° C. for 10 hours. The reaction mixture was concentrated and it was extracted with EtOAc. The residue was washed with H2O, brine, dried over Na2SO4. After being concentrated, the crude product was purified by column (PE:EA=1:1) to give of 5-brom... Starting materials: C1(=CC=CC=C1)[C@@H](C)O ((R)-1-phenyl-ethanol), N1=CC=CC=C1 (pyridine), CC1OCCC1 (2-methyl-tetrahydrofuran), Cl (HCl), ClC(=O)OC1=CC=C(C=C1)[N+](=O)[O-] (p-nitrophenyl chloroformate). Run in O (water). Run at temperature 0 celsius, time 2 hour. The product is C1(=CC=CC=C1)[C@@H](C)OC(OC1=CC=C(C=C1)[N+](=O)[O-])=O (Carbonic acid 4-nitro-phenyl ester (R)-1-phenyl-ethyl ester). Isolated yield 98.3%. As a reaction SMILES: [C:1]1([C@H:7]([OH:9])[CH3:8])[CH:6]=[CH:5][CH:4]=[CH:3][CH:2]=1.N1C=CC=CC=1.CC1CCCO1.Cl[C:23]([O:25][C:26]1[CH:31]=[CH:30][C:29]([N+:32]([O-:34])=[O:33])=[CH:28][CH:27]=1)=[O:24].Cl>O>[C:1]1([C@H:7]([O:9][C:23](=[O:24])[O:25][C:26]2[CH:27]=[CH:28][C:29]([N+:32]([O-:34])=[O:33])=[CH:30][CH:31]=2)[CH3:8])[CH:6]=[CH:5][CH:4]=[CH:3][CH:2]=1. Procedure details: A mixture of (R)-1-phenyl-ethanol (60.6 g, 0.496 mol), pyridine (42.5 mL, 0.526 mol) and 2-methyl-tetrahydrofuran (600 mL) was cooled to 0° C. and p-nitrophenyl chloroformate (100 g, 0.496 mol) was added over 15 min keeping the internal temperature below 5° C. The reaction mixture was warmed to room temperature and stirred for 2 h. To the reaction mixture was added 1.0 M HCl in water (300 mL). Layers were separated. The organic layer was washed with 1N HCl (300 mL) and brine (300 mL), filtered, ...